This data is from the Open Reaction Database (ORD), a public repository of structured organic reaction records. The task is: describe an organic reaction: reactants, conditions, products, and yield Reactants: C(C)(=O)NC=1C=C(C=CC1Cl)C=1C(NC(NN1)=O)C (6-(3-acetamido-4-chlorophenyl)-5-methyl-4,5-dihydro-1,2,4-triazin-3(2H)-one). Run in O.NN (hydrazine hydrate). Reaction conditions: temperature 100 celsius. Yields the product NC=1C=C(C=CC1Cl)C=1C(NC(NN1)=O)C (6-(3-amino-4-chlorophenyl)-5-methyl-4,5-dihydro-1,2,4-triazin-3(2H)-one). Yield: 94.9%. As a reaction SMILES: C([NH:4][C:5]1[CH:6]=[C:7]([C:12]2[CH:13]([CH3:19])[NH:14][C:15](=[O:18])[NH:16][N:17]=2)[CH:8]=[CH:9][C:10]=1[Cl:11])(=O)C>O.NN>[NH2:4][C:5]1[CH:6]=[C:7]([C:12]2[CH:13]([CH3:19])[NH:14][C:15](=[O:18])[NH:16][N:17]=2)[CH:8]=[CH:9][C:10]=1[Cl:11] |f:1.2|. Reported procedure: A mixture of 6-(3-acetamido-4-chlorophenyl)-5-methyl-4,5-dihydro-1,2,4-triazin-3(2H)-one (34.75 g) and 100% hydrazine hydrate (100 ml) was heated at 100° C. for 3 hours. After cooling, the resulting crystals were recovered by filtration and washed with aqueous methanol to give 6-(3-amino-4-chlorophenyl)-5-methyl-4,5-dihydro-1,2,4-triazin-3(2H)-one (28.04 g). Starting materials: N(=[N+]=[N-])CCCC1(SC(=NN1C(N)=S)C1=C(C=CC(=C1)F)F)C1=CC=CC=C1 (2-(3-azidopropyl)-5-(2,5-difluorophenyl)-2-phenyl-1,3,4-thiadiazole-3(2H)-carbothioamide), BrCC(C(=O)OCC)=O (ethyl 3-bromo-2-oxopropanoate). Product: N(=[N+]=[N-])CCCC1(SC(=NN1C=1SC=C(N1)C(=O)OCC)C1=C(C=CC(=C1)F)F)C1=CC=CC=C1 (ethyl 2-(2-(3-azidopropyl)-5-(2,5-difluorophenyl)-2-phenyl-1,3,4-thiadiazol-3(2H)-yl)thiazole-4-carboxylate). As a reaction SMILES: [N:1]([CH2:4][CH2:5][CH2:6][C:7]1([C:23]2[CH:28]=[CH:27][CH:26]=[CH:25][CH:24]=2)[N:11]([C:12](=[S:14])[NH2:13])[N:10]=[C:9]([C:15]2[CH:20]=[C:19]([F:21])[CH:18]=[CH:17][C:16]=2[F:22])[S:8]1)=[N+:2]=[N-:3].Br[CH2:30][C:31](=O)[C:32]([O:34][CH2:35][CH3:36])=[O:33]>>[N:1]([CH2:4][CH2:5][CH2:6][C:7]1([C:23]2[CH:28]=[CH:27][CH:26]=[CH:25][CH:24]=2)[N:11]([C:12]2[S:14][CH:30]=[C:31]([C:32]([O:34][CH2:35][CH3:36])=[O:33])[N:13]=2)[N:10]=[C:9]([C:15]2[CH:20]=[C:19]([F:21])[CH:18]=[CH:17][C:16]=2[F:22])[S:8]1)=[N+:2]=[N-:3]. Procedure: Prepared from 2-(3-azidopropyl)-5-(2,5-difluorophenyl)-2-phenyl-1,3,4-thiadiazole-3(2H)-carbothioamide as in Example 21, Step C, utilizing ethyl 3-bromo-2-oxopropanoate in place of tert-butyl 3-bromo-4-oxopiperidine-1-carboxylate, 57%.